From a dataset of the Open Reaction Database (ORD), a public repository of structured organic reaction records. describe an organic reaction: reactants, conditions, products, and yield The reactants are Cc1cc2c(OCC3CO3)cccc2[nH]1, NCC1CCN(CCC(F)(F)F)CC1. The product is Cc1cc2c(OCC(O)CNCC3CCN(CCC(F)(F)F)CC3)cccc2[nH]1. Reaction SMILES: [CH3:1][c:2]1[nH:3][c:4]2[cH:5][cH:6][cH:7][c:8]([O:11][CH2:12][CH:13]3[O:14][CH2:15]3)[c:9]2[cH:10]1.[NH2:16][CH2:17][CH:18]1[CH2:19][CH2:20][N:21]([CH2:24][CH2:25][C:26]([F:27])([F:28])[F:29])[CH2:22][CH2:23]1>>[CH3:1][c:2]1[nH:3][c:4]2[cH:5][cH:6][cH:7][c:8]([O:11][CH2:12][CH:13]([OH:14])[CH2:15][NH:16][CH2:17][CH:18]3[CH2:19][CH2:20][N:21]([CH2:24][CH2:25][C:26]([F:27])([F:28])[F:29])[CH2:22][CH2:23]3)[c:9]2[cH:10]1. Reactants: [Cl-].OCC=1C=C(C[P+](C2=CC=CC=C2)(C2=CC=CC=C2)C2=CC=CC=C2)C=CC1 ([3-(hydroxymethyl)benzyl](triphenyl)phosphonium chloride), C(=O)C1=CC=C(C=N1)N1CCN(CC1)C(=O)OC(C)(C)C (tert-butyl 4-(6-formylpyridin-3-yl)piperazine-1-carboxylate). As a reaction SMILES: [Cl-].[OH:2][CH2:3][C:4]1[CH:5]=[C:6]([CH:27]=[CH:28][CH:29]=1)[CH2:7][P+](C1C=CC=CC=1)(C1C=CC=CC=1)C1C=CC=CC=1.[CH:30]([C:32]1[N:37]=[CH:36][C:35]([N:38]2[CH2:43][CH2:42][N:41]([C:44]([O:46][C:47]([CH3:50])([CH3:49])[CH3:48])=[O:45])[CH2:40][CH2:39]2)=[CH:34][CH:33]=1)=O>>[OH:2][CH2:3][C:4]1[CH:5]=[C:6]([CH:7]=[CH:30][C:32]2[N:37]=[CH:36][C:35]([N:38]3[CH2:43][CH2:42][N:41]([C:44]([O:46][C:47]([CH3:50])([CH3:49])[CH3:48])=[O:45])[CH2:40][CH2:39]3)=[CH:34][CH:33]=2)[CH:27]=[CH:28][CH:29]=1 |f:0.1|. Procedure details: By a method similar to Production Example 108, step 4, [3-(hydroxymethyl)benzyl](triphenyl)phosphonium chloride (1.675 g, 3.998 mmol) and tert-butyl 4-(6-formylpyridin-3-yl)piperazine-1-carboxylate (1.165 g, 4.000 mmol) were condensed to give tert-butyl 4-(6-{2-[3-(hydroxymethyl)phenyl]vinyl}pyridin-3-yl)piperazine-1-carboxylate (1.111 g, yield 70.2%, E/Z mixture) as a yellow solid. Yields the product OCC=1C=C(C=CC1)C=CC1=CC=C(C=N1)N1CCN(CC1)C(=O)OC(C)(C)C (tert-butyl 4-(6-{2-[3-(hydroxymethyl)phenyl]vinyl}pyridin-3-yl)piperazine-1-carboxylate). Isolated yield 70.3%. Starting materials: CN=C=O, CCO, ClCCl, C1CCC2=NCCCN2CC1, Cn1c2c(c3cc(O)ccc31)CCC2=O. The product is CNC(=O)Oc1ccc2c(c1)c1c(n2C)C(=O)CC1. Reaction SMILES: [CH3:27][N:28]=[C:29]=[O:30].[CH3:31][CH2:32][OH:33].[Cl:34][CH2:35][Cl:36].[N:16]12[CH2:17][CH2:18][CH2:19][N:20]=[C:21]1[CH2:22][CH2:23][CH2:24][CH2:25][CH2:26]2.[OH:1][c:2]1[cH:3][c:4]2[c:5]3[c:6]([n:7]([CH3:11])[c:8]2[cH:9][cH:10]1)[C:12](=[O:15])[CH2:13][CH2:14]3>>[O:1]([c:2]1[cH:3][c:4]2[c:5]3[c:6]([n:7]([CH3:11])[c:8]2[cH:9][cH:10]1)[C:12](=[O:15])[CH2:13][CH2:14]3)[C:29]([NH:28][CH3:27])=[O:30]. The reactants are ClC=1C=C(C=O)C=CC1Cl (3,4-dichlorobenzaldehyde), Na2S2O5, [C-]#N.[K+] (KCN). The solvent is O (water), O (water). Run at time 30 minute. Yields the product ClC=1C=C(C=CC1Cl)C(C#N)O (2-(3,4-Dichlorophenyl)-2-hydroxyacetonitrile). Yield: 100.5%. As a reaction SMILES: [Cl:1][C:2]1[CH:3]=[C:4]([CH:7]=[CH:8][C:9]=1[Cl:10])[CH:5]=[O:6].[C-:11]#[N:12].[K+]>O>[Cl:1][C:2]1[CH:3]=[C:4]([CH:5]([OH:6])[C:11]#[N:12])[CH:7]=[CH:8][C:9]=1[Cl:10] |f:1.2|. Reported procedure: 25 g of 3,4-dichlorobenzaldehyde are added to a solution of 32.5 g of Na2S2O5 in 100 ml of water and the mixture is heated at 40°-45° C. for 1 hour. After one night at room temperature, the reaction mixture is cooled and a solution of 19.5 g of KCN in 40 ml of water is added slowly. After stirring for 30 minutes at RT, extraction is carried out with ether and the extract is washed with water, dried over MgSO4 and evaporated under vacuum to give 29 g of the expected product, which is used as such... Isolated yield 86.9%. The reactants are CO (methanol), C1(CCCCCC1)NC(P(OCC)(OCC)=O)P(OCC)(OCC)=O (tetraethyl (cycloheptylamino)methylenebis(phosphonate)), CC(=O)C (acetone). Reported procedure: 4.0 g of tetraethyl (cycloheptylamino)methylenebis(phosphonate) was dissolved in 40 ml of concentrated hydrochloric acid and heated under reflux for 2.5 hours. After cooling, the reaction solution was concentrated under reduced pressure to eliminate hydrochloric acid. Then, 30 ml of purified water was added to the residue and the mixture was again concentrated under reduced pressure. The oily product thus obtained was solidified by methanol and acetone and subject to the filtration. The residue ... Product: C1(CCCCCC1)NC(P(O)(O)=O)P(O)(O)=O ((cycloheptylamino)methylenebis(phosphonic acid)). Solvent: Cl (hydrochloric acid). RXN SMILES: [CH:1]1([NH:8][CH:9]([P:18](=[O:25])([O:22]CC)[O:19]CC)[P:10](=[O:17])([O:14]CC)[O:11]CC)[CH2:7][CH2:6][CH2:5][CH2:4][CH2:3][CH2:2]1.CO.CC(C)=O>Cl>[CH:1]1([NH:8][CH:9]([P:18](=[O:19])([OH:22])[OH:25])[P:10](=[O:11])([OH:14])[OH:17])[CH2:2][CH2:3][CH2:4][CH2:5][CH2:6][CH2:7]1. Reactants: BrC1=CC=C(C=C1)C(C(=O)OC)(C)C (methyl 2-(4-bromophenyl)-2,2-dimethylacetate), [OH-].[K+] (KOH). Run in CCO (EtOH), O (water). Run at temperature 90 celsius, time 15 hour. Yields the product BrC1=CC=C(C=C1)C(C(=O)O)(C)C (2-(4-bromophenyl)-2-methylpropanoic acid). Yield: 85.7%. RXN SMILES: [Br:1][C:2]1[CH:7]=[CH:6][C:5]([C:8]([CH3:14])([CH3:13])[C:9]([O:11]C)=[O:10])=[CH:4][CH:3]=1.[OH-].[K+]>CCO.O>[Br:1][C:2]1[CH:3]=[CH:4][C:5]([C:8]([CH3:14])([CH3:13])[C:9]([OH:11])=[O:10])=[CH:6][CH:7]=1 |f:1.2|. Procedure: A solution of methyl 2-(4-bromophenyl)-2,2-dimethylacetate (3880 μL, 15090 μmol) in EtOH (80 mL) and water (20 mL) was treated with KOH (4233 mg, 75450 μmol). The reaction was heated to 90° C. After 15 hours, the reaction was cooled to 23° C. and concentrated in vacuo. The crude mixture was partitioned between water/diethyl ether (150 mL each). The aqueous layer was separated and extracted with diethyl ether (100 mL). The combined ether layers were then extracted with a 1N NaOH solution (25 mL)....